From a dataset of the Open Reaction Database (ORD), a public repository of structured organic reaction records. describe an organic reaction: reactants, conditions, products, and yield Starting materials: Cl (HCl), CC1CC=2C=C3C(=CC2C1=O)C(CCC3(C)C)(C)C (2,3,5,7-Tetrahydro-2,5,5,8,8-pentamethyl-1H-Benz(f)inden-1-one), [BH4-].[Na+] (NaBH4), C(C)O (ethanol). The solvent is C(C)OCC (diethylether). Reaction conditions: time 8 hour. Yields the product CC1=CC=2C=C3C(=CC2C1)C(CCC3(C)C)(C)C (5,6,7,8-Tetrahydro-2,5,5,8,8-pentamethyl-1H-benz(f)indene). The yield is 74.3%. RXN SMILES: [CH3:1][CH:2]1[C:10](=O)[C:9]2[CH:8]=[C:7]3[C:12]([CH3:19])([CH3:18])[CH2:13][CH2:14][C:15]([CH3:17])([CH3:16])[C:6]3=[CH:5][C:4]=2[CH2:3]1.[BH4-].[Na+].C(O)C.Cl>C(OCC)C>[CH3:1][C:2]1[CH2:10][C:9]2[CH:8]=[C:7]3[C:12]([CH3:19])([CH3:18])[CH2:13][CH2:14][C:15]([CH3:17])([CH3:16])[C:6]3=[CH:5][C:4]=2[CH:3]=1 |f:1.2|. Procedure details: (2,3,5,7-Tetrahydro-2,5,5,8,8-pentamethyl-1H-Benz(f)inden-1-one (14.89 g, 58.08 mmol) and NaBH4 (2.21 g, 58.5 mmol) were stirred in diethylether (200 mL) at 0° C. as ethanol (100 mL) was added slowly. This mixture was allowed to warm slowly to room temperature and then stirred at room temperature overnight. After the reaction period the mixture was poured onto crushed ice and made acidic with HCl. The organic layer was then separated and washed with 1M HCl (1×100 mL). The volatiles were then rem...